Dataset: the Open Reaction Database (ORD), a public repository of structured organic reaction records. Task: describe an organic reaction: reactants, conditions, products, and yield Reactants: BrC1=NC(=CC=C1OC)I (2-bromo-3-methoxy-6-iodopyridine), C[O-].[Na+] (sodium methoxide). Run in CN(C)C=O (DMF). Run at temperature 100 celsius, time 10 minute. Yields the product COC1=NC(=CC=C1OC)I (2,3-dimethoxy-6-iodopyridine). RXN SMILES: Br[C:2]1[C:7]([O:8][CH3:9])=[CH:6][CH:5]=[C:4]([I:10])[N:3]=1.[CH3:11][O-:12].[Na+]>CN(C=O)C>[CH3:11][O:12][C:2]1[C:7]([O:8][CH3:9])=[CH:6][CH:5]=[C:4]([I:10])[N:3]=1 |f:1.2|. Reported procedure: To a solution of 2-bromo-3-methoxy-6-iodopyridine (11-3, 34 g, 162 mmol) in DMF (65 mL) was added sodium methoxide (37 mL, 162 mmol) and heated to 100° C. The mixture was stirred for 10 minutes and partitioned between saturated NaHCO3 and DCM. The organic phase was washed with brine, dried over Na2SO4, filtered and concentrated. The crude material was purified by gradient elution on silica (0 to 20% EtOAc in hexanes) to afford the title compound (11-4) as a white powder. ESI+MS [M+H]+ C7H8INO2: ... The reactants are CO, CCOC(=O)C(C)c1cc(C)n[nH]1, [Na+], [OH-], O. Yields the product Cc1cc(C(C)C(=O)O)[nH]n1. Reaction SMILES: [CH3:16][OH:17].[CH3:1][c:2]1[n:3][nH:4][c:5]([CH:7]([C:8](=[O:9])[O:10][CH2:11][CH3:12])[CH3:13])[cH:6]1.[Na+:15].[OH-:14].[OH2:18]>>[CH3:1][c:2]1[n:3][nH:4][c:5]([CH:7]([C:8](=[O:9])[OH:10])[CH3:13])[cH:6]1. The reactants are C1CCOC1, CC(=O)OC(C)=O, CO, O=CO, Nc1ccc(CC2SC(=O)NC2=O)cc1. The product is CNc1ccc(CC2SC(=O)NC2=O)cc1. Reaction SMILES: [CH2:26]1[O:27][CH2:28][CH2:29][CH2:30]1.[CH3:1][C:2]([O:3][C:4](=[O:5])[CH3:6])=[O:7].[CH3:31][OH:32].[CH:8]([OH:9])=[O:10].[NH2:11][c:12]1[cH:13][cH:14][c:15]([CH2:16][CH:17]2[C:18](=[O:23])[NH:19][C:20](=[O:22])[S:21]2)[cH:24][cH:25]1>>[CH3:1][NH:11][c:12]1[cH:13][cH:14][c:15]([CH2:16][CH:17]2[C:18](=[O:23])[NH:19][C:20](=[O:22])[S:21]2)[cH:24][cH:25]1. Reaction SMILES: [C:1](#[N:2])[c:3]1[cH:4][cH:5][c:6]([F:13])[c:7]2[cH:8][cH:9][cH:10][cH:11][c:12]12.[CH3:28][CH2:29][O:30][C:31](=[O:32])[CH3:33].[NH:14]1[CH:15]([CH2:20][OH:21])[CH2:16][CH2:17][CH2:18][CH2:19]1.[cH:22]1[cH:23][cH:24][n:25][cH:26][cH:27]1>>[C:1](#[N:2])[c:3]1[cH:4][cH:5][c:6]([N:14]2[CH:15]([CH2:20][OH:21])[CH2:16][CH2:17][CH2:18][CH2:19]2)[c:7]2[cH:8][cH:9][cH:10][cH:11][c:12]12. Product: N#Cc1ccc(N2CCCCC2CO)c2ccccc12. Starting materials: N#Cc1ccc(F)c2ccccc12, CCOC(C)=O, OCC1CCCCN1, c1ccncc1. Starting materials: CC1(C)OCC(CCN)O1, CCN(C(C)C)C(C)C, CC(C)(C)CC1NC(C(=O)O)C(c2cccc(Cl)c2F)C1(C#N)c1ccc(Cl)c(F)c1, ClCCl. Product: CC(C)(C)CC1NC(C(=O)NCCC2COC(C)(C)O2)C(c2cccc(Cl)c2F)C1(C#N)c1ccc(Cl)c(F)c1. As a reaction SMILES: [CH3:32][C:33]1([CH3:41])[O:34][CH2:35][CH:36]([CH2:38][CH2:39][NH2:40])[O:37]1.[CH:42]([N:43]([CH2:44][CH3:45])[CH:46]([CH3:47])[CH3:48])([CH3:49])[CH3:50].[Cl:1][c:2]1[c:3]([F:31])[c:4]([CH:8]2[CH:9]([C:28](=[O:29])[OH:30])[NH:10][CH:11]([CH2:23][C:24]([CH3:25])([CH3:26])[CH3:27])[C:12]2([C:13]#[N:14])[c:15]2[cH:16][c:17]([F:22])[c:18]([Cl:21])[cH:19][cH:20]2)[cH:5][cH:6][cH:7]1.[Cl:51][CH2:52][Cl:53]>>[Cl:1][c:2]1[c:3]([F:31])[c:4]([CH:8]2[CH:9]([C:28](=[O:30])[NH:40][CH2:39][CH2:38][CH:36]3[CH2:35][O:34][C:33]([CH3:32])([CH3:41])[O:37]3)[NH:10][CH:11]([CH2:23][C:24]([CH3:25])([CH3:26])[CH3:27])[C:12]2([C:13]#[N:14])[c:15]2[cH:16][c:17]([F:22])[c:18]([Cl:21])[cH:19][cH:20]2)[cH:5][cH:6][cH:7]1. Reactants: S1C(=CC=C1)C(=O)NNC(=O)NC (1-(2-thienoyl)-4-methylsemicarbazide), ClC1=CC=C(C(=O)NNC(=O)NCC)C=C1 (1-(4-chlorobenzoyl)-4-ethylsemicarbazide). Product: S1C(=CC=C1)C=1N(C(NN1)=O)C (5-(2-Thienyl)-2,4-dihydro-4-methyl-3H-1,2,4-triazol-3-one). As a reaction SMILES: [S:1]1[CH:5]=[CH:4][CH:3]=[C:2]1[C:6]([NH:8][NH:9][C:10]([NH:12][CH3:13])=[O:11])=O.ClC1C=CC(C(NNC(NCC)=O)=O)=CC=1>>[S:1]1[CH:5]=[CH:4][CH:3]=[C:2]1[C:6]1[N:12]([CH3:13])[C:10](=[O:11])[NH:9][N:8]=1. Procedure details: When, in the procedure of Example 4, 1-(2-thienoyl)-4-methylsemicarbazide is substituted for 1-(4-chlorobenzoyl)-4-ethylsemicarbazide, the title compound is obtained. Mp 183°-185° C.